From a dataset of the Open Reaction Database (ORD), a public repository of structured organic reaction records. describe an organic reaction: reactants, conditions, products, and yield Reactants: ClC1=NN=C(C2=CC=C(C=C12)OC(F)F)CC1=C(C=NC=C1Cl)Cl (4-chloro-1-(3,5-dichloro-pyridin-4-ylmethyl)-6-difluoromethoxy-phthalazine), O (water). Solvent: N1CCOCC1 (morpholine). Conditions: temperature 100 celsius, time 15 minute. The product is ClC=1C=NC=C(C1CC1=NN=C(C2=CC(=CC=C12)OC(F)F)N1CCOCC1)Cl (1-(3,5-Dichloro-pyridin-4-ylmethyl)-6-difluoromethoxy-4-morpholin-4-yl-phthalazine). Isolated yield 96.0%. Reaction SMILES: Cl[C:2]1[C:11]2[C:6](=[CH:7][CH:8]=[C:9]([O:12][CH:13]([F:15])[F:14])[CH:10]=2)[C:5]([CH2:16][C:17]2[C:22]([Cl:23])=[CH:21][N:20]=[CH:19][C:18]=2[Cl:24])=[N:4][N:3]=1.[OH2:25]>N1CCOCC1>[Cl:23][C:22]1[CH:21]=[N:20][CH:19]=[C:18]([Cl:24])[C:17]=1[CH2:16][C:5]1[C:6]2[C:11](=[CH:10][C:9]([O:12][CH:13]([F:14])[F:15])=[CH:8][CH:7]=2)[C:2]([N:20]2[CH2:21][CH2:22][O:25][CH2:18][CH2:19]2)=[N:3][N:4]=1. Procedure: A suspension under N2 of 4-chloro-1-(3,5-dichloro-pyridin-4-ylmethyl)-6-difluoromethoxy-phthalazine (5.5 g, 14.1 mmoles), prepared as described in example 99, in morpholine (11 ml) was heated at 100° C. for 1 hour, then cooled and poured into water (150 ml). A solid formed and was stirred for 15 minutes, then filtered, washed with water, dried over P2O5 at 50° C. under high vacuum. There were obtained 6 g of the title compound (yield: 96%). m.p.: 128.6-130.6° C. Reactants: NC(CCc1csc(Nc2ncc(Br)cc2Oc2ccccc2)n1)=NO, CC(=O)Cl, CC(C)=O, [K+], [K+], O=C([O-])[O-]. Yields the product CC(=O)ON=C(N)CCc1csc(Nc2ncc(Br)cc2Oc2ccccc2)n1. As a reaction SMILES: [Br:1][c:2]1[cH:3][c:4]([O:20][c:21]2[cH:22][cH:23][cH:24][cH:25][cH:26]2)[c:5]([NH:8][c:9]2[s:10][cH:11][c:12]([CH2:14][CH2:15][C:16](=[N:17][OH:18])[NH2:19])[n:13]2)[n:6][cH:7]1.[CH3:33][C:34]([Cl:35])=[O:36].[CH3:37][C:38](=[O:39])[CH3:40].[K+:27].[K+:28].[O-:29][C:30]([O-:31])=[O:32]>>[Br:1][c:2]1[cH:3][c:4]([O:20][c:21]2[cH:22][cH:23][cH:24][cH:25][cH:26]2)[c:5]([NH:8][c:9]2[s:10][cH:11][c:12]([CH2:14][CH2:15][C:16](=[N:17][O:18][C:34]([CH3:33])=[O:36])[NH2:19])[n:13]2)[n:6][cH:7]1. The reactants are C(C)(C)(C)OC(NC1=C(C=C(C(=C1)N(C)C)Cl)NC(CC(=O)C1=CC(=CC=C1)C1=C(C(=NO1)C)COC1OCCCC1)=O)=O ((RS)-[4-chloro-5-dimethylamino-2-(3-{3-[3-methyl-4-(tetrahydro-pyran-2-yloxymethyl)-isoxazol-5-yl]-phenyl}-3-oxo-propionylamino)-phenyl]-carbamic acid tert.-butyl ester), C(=O)(C(F)(F)F)O (TFA). Run in C(Cl)Cl (CH2Cl2). The product is ClC=1C(=CC2=C(NC(CC(=N2)C2=CC(=CC=C2)C2=C(C(=NO2)C)CO)=O)C1)N(C)C (8-Chloro-7-dimethylamino-4-[3-(4-hydroxymethyl-3-methyl-isoxazol-5-yl)-phenyl]-1,3-dihydro-benzo[b][1,4]diazepin-2-one), solid. RXN SMILES: C(OC(=O)[NH:7][C:8]1[CH:13]=[C:12]([N:14]([CH3:16])[CH3:15])[C:11]([Cl:17])=[CH:10][C:9]=1[NH:18][C:19](=[O:43])[CH2:20][C:21]([C:23]1[CH:28]=[CH:27][CH:26]=[C:25]([C:29]2[O:33][N:32]=[C:31]([CH3:34])[C:30]=2[CH2:35][O:36]C2CCCCO2)[CH:24]=1)=O)(C)(C)C.C(O)(C(F)(F)F)=O>C(Cl)Cl>[Cl:17][C:11]1[C:12]([N:14]([CH3:16])[CH3:15])=[CH:13][C:8]2[N:7]=[C:21]([C:23]3[CH:28]=[CH:27][CH:26]=[C:25]([C:29]4[O:33][N:32]=[C:31]([CH3:34])[C:30]=4[CH2:35][OH:36])[CH:24]=3)[CH2:20][C:19](=[O:43])[NH:18][C:9]=2[CH:10]=1. Reported procedure: The title compound was prepared from (RS)-[4-chloro-5-dimethylamino-2-(3-{3-[3-methyl-4-(tetrahydro-pyran-2-yloxymethyl)-isoxazol-5-yl]-phenyl}-3-oxo-propionylamino)-phenyl]-carbamic acid tert.-butyl ester (Example M32) by treatment with TFA in CH2Cl2 according to the general procedure N. Obtained as a yellow solid (60 mg).